Task: describe an organic reaction: reactants, conditions, products, and yield. Dataset: the Open Reaction Database (ORD), a public repository of structured organic reaction records Reactants: NC=1C=CC2=C(N=C(O2)C)C1 (5-Amino-2-methylbenzoxazole), C(C)(=O)OC1=C(C(=O)Cl)C=CC=C1 (2-acetoxybenzoyl chloride), N1=C(C=CC=C1C)C (2,6-lutidine), C(C)(=O)OC1=C(C(=O)Cl)C=CC=C1 (2-Acetoxybenzoyl chloride). Run in O1CCCC1 (tetrahydrofuran), O1CCCC1 (tetrahydrofuran). Conditions: temperature 3 celsius, time 2 hour. The product is C(C)(=O)OC1=C(C(=O)NC=2C=CC3=C(N=C(O3)C)C2)C=CC=C1 (5-(2-Acetoxybenzamido)-2-methylbenzoxazole). The yield is 85.9%. As a reaction SMILES: [NH2:1][C:2]1[CH:3]=[CH:4][C:5]2[O:9][C:8]([CH3:10])=[N:7][C:6]=2[CH:11]=1.N1C(C)=CC=CC=1C.[C:20]([O:23][C:24]1[CH:32]=[CH:31][CH:30]=[CH:29][C:25]=1[C:26](Cl)=[O:27])(=[O:22])[CH3:21]>O1CCCC1>[C:20]([O:23][C:24]1[CH:32]=[CH:31][CH:30]=[CH:29][C:25]=1[C:26]([NH:1][C:2]1[CH:3]=[CH:4][C:5]2[O:9][C:8]([CH3:10])=[N:7][C:6]=2[CH:11]=1)=[O:27])(=[O:22])[CH3:21]. Procedure details: 5-Amino-2-methylbenzoxazole (18.6 g, 0.126 mol) and 2,6-lutidine (14.8 g, 0.138 mol) were combined with 125 mL of tetrahydrofuran and the solution was cooled to 3° C. in an ice-bath under nitrogen. 2-Acetoxybenzoyl chloride (25.0 g, 0.126 mol) was added as a solid, portionwise, so as to keep the temperature below 10° C. An additional 150 mL of tetrahydrofuran was added. After addition of all the 2-acetoxybenzoyl chloride, the ice-bath was removed and after stirring for 2 hr the mixture was poure... Reactants: O=C1NC(=O)c2ccccc21, C1CCOC1, Cc1cccc(CO)n1, c1ccc(P(c2ccccc2)c2ccccc2)cc1. Yields the product Cc1cccc(CN2C(=O)c3ccccc3C2=O)n1. As a reaction SMILES: [C:29]1(=[O:39])[NH:30][C:31](=[O:38])[c:32]2[cH:33][cH:34][cH:35][cH:36][c:37]21.[CH2:40]1[O:41][CH2:42][CH2:43][CH2:44]1.[CH3:1][c:2]1[cH:3][cH:4][cH:5][c:6]([CH2:8][OH:9])[n:7]1.[c:10]1([P:11]([c:12]2[cH:13][cH:14][cH:15][cH:16][cH:17]2)[c:18]2[cH:19][cH:20][cH:21][cH:22][cH:23]2)[cH:24][cH:25][cH:26][cH:27][cH:28]1>>[CH3:1][c:2]1[cH:3][cH:4][cH:5][c:6]([CH2:8][N:30]2[C:29](=[O:39])[c:37]3[c:32]([cH:33][cH:34][cH:35][cH:36]3)[C:31]2=[O:38])[n:7]1. Reactants: ClCCl, CO, CNCCCS, O=[N+]([O-])C=C(Cl)Cl, Cl, O. Product: CN1CCCSC1=C[N+](=O)[O-]. Reaction SMILES: [CH2:18]([Cl:19])[Cl:20].[CH3:16][OH:17].[CH3:1][NH:2][CH2:3][CH2:4][CH2:5][SH:6].[Cl:7][C:8](=[CH:9][N+:10](=[O:11])[O-:12])[Cl:13].[ClH:14].[OH2:15]>>[CH3:1][N:2]1[CH2:3][CH2:4][CH2:5][S:6][C:8]1=[CH:9][N+:10](=[O:11])[O-:12]. Reactants: COC(=O)C1CC1C(=O)OC, Cl, O=P([O-])([O-])[O-]. Product: COC(=O)C1CC1C(=O)O. RXN SMILES: [CH3:1][O:2][C:3](=[O:4])[CH:5]1[CH:6]([C:8](=[O:9])[O:10][CH3:11])[CH2:7]1.[ClH:12].[O-:13][P:14](=[O:15])([O-:16])[O-:17]>>[CH3:1][O:2][C:3](=[O:4])[CH:5]1[CH:6]([C:8](=[O:9])[OH:10])[CH2:7]1. Starting materials: N1=CC=CC=C1 (pyridine), NC1=CC=C(C=C1)C1=CC=C(C=C1)S(=O)(=O)N1C2C(CC1C(=O)O)CCC2 (1-(4′-aminobiphenyl-4-sulfonyl)octahydrocyclopenta[b]pyrrole-2-carboxylic acid), CS(=O)(=O)Cl (methanesulfonyl chloride). Run in CN(C)C=O (DMF), CN(C)C=O (DMF). Conditions: temperature 0 celsius, time 15 minute. Yields the product CS(=O)(=O)NC1=CC=C(C=C1)C1=CC=C(C=C1)S(=O)(=O)N1C2C(CC1C(=O)O)CCC2 (1-(4′-Methanesulfonylaminobiphenyl-4-sulfonyl)octahydro-cyclopenta[b]pyrrole-2-carboxylic acid). As a reaction SMILES: [NH2:1][C:2]1[CH:7]=[CH:6][C:5]([C:8]2[CH:13]=[CH:12][C:11]([S:14]([N:17]3[CH:21]([C:22]([OH:24])=[O:23])[CH2:20][CH:19]4[CH2:25][CH2:26][CH2:27][CH:18]34)(=[O:16])=[O:15])=[CH:10][CH:9]=2)=[CH:4][CH:3]=1.N1C=CC=CC=1.[CH3:34][S:35](Cl)(=[O:37])=[O:36]>CN(C=O)C>[CH3:34][S:35]([NH:1][C:2]1[CH:7]=[CH:6][C:5]([C:8]2[CH:9]=[CH:10][C:11]([S:14]([N:17]3[CH:21]([C:22]([OH:24])=[O:23])[CH2:20][CH:19]4[CH2:25][CH2:26][CH2:27][CH:18]34)(=[O:16])=[O:15])=[CH:12][CH:13]=2)=[CH:4][CH:3]=1)(=[O:37])=[O:36]. Procedure details: 500 mg (1.30 mmol) of 1-(4′-aminobiphenyl-4-sulfonyl)octahydrocyclopenta[b]pyrrole-2-carboxylic acid were dissolved in 3 ml of DMF, after which the solution was cooled down to 0° C. in an ice bath and 2.6 mmol of pyridine were added. After the mixture had been stirred at 0° C. for 15 min, 1.40 mmol of methanesulfonyl chloride in 3 ml of DMF were added. The reaction solution was then stirred at room temperature for a further 6 h. The crude product was purified using chromatographic methods. Reactants: COC(=O)c1nn(-c2ccc(F)cc2)c(CO)c1C(C)C, ClCCl, [Na+], [Na+], O=C([O-])O, O=S([O-])O. Yields the product COC(=O)c1nn(-c2ccc(F)cc2)c(C=O)c1C(C)C. Reaction SMILES: [CH3:1][O:2][C:3](=[O:4])[c:5]1[n:6][n:7](-[c:15]2[cH:16][cH:17][c:18]([F:21])[cH:19][cH:20]2)[c:8]([CH2:13][OH:14])[c:9]1[CH:10]([CH3:11])[CH3:12].[Cl:32][CH2:33][Cl:34].[Na+:26].[Na+:31].[O-:22][C:23]([OH:24])=[O:25].[S:27](=[O:28])([OH:29])[O-:30]>>[CH3:1][O:2][C:3](=[O:4])[c:5]1[n:6][n:7](-[c:15]2[cH:16][cH:17][c:18]([F:21])[cH:19][cH:20]2)[c:8]([CH:13]=[O:14])[c:9]1[CH:10]([CH3:11])[CH3:12]. Reactants: CO (methanol), O(C)C(N1CCCCC1)OC (1-(dimethoxylmethyl)piperidine), ClC1=C(N)C=C(C(=C1)OC1=NC(=NS1)CCC1=CC=C(C=C1)Cl)C (2-chloro-4-({3-[2-(4-chlorophenyl)ethyl]-1,2,4-thiadiazol-5-yl}oxy)-5-methylaniline). The solvent is C1(=CC=CC=C1)C (toluene). The product is ClC1=C(\N=C/N2CCCCC2)C=C(C(=C1)OC1=NC(=NS1)CCC1=CC=C(C=C1)Cl)C (2-Chloro-4-({3-[2-(4-chlorophenyl)ethyl]-1,2,4-thiadiazol-5-yl}oxy)-5-methyl-N-[(Z)-piperidin-1-ylmethylidene]aniline). Yield: 34.6%. RXN SMILES: [Cl:1][C:2]1[CH:8]=[C:7]([O:9][C:10]2[S:14][N:13]=[C:12]([CH2:15][CH2:16][C:17]3[CH:22]=[CH:21][C:20]([Cl:23])=[CH:19][CH:18]=3)[N:11]=2)[C:6]([CH3:24])=[CH:5][C:3]=1[NH2:4].CO.O([CH:29](OC)[N:30]1[CH2:35][CH2:34][CH2:33][CH2:32][CH2:31]1)C>C1(C)C=CC=CC=1>[Cl:1][C:2]1[CH:8]=[C:7]([O:9][C:10]2[S:14][N:13]=[C:12]([CH2:15][CH2:16][C:17]3[CH:22]=[CH:21][C:20]([Cl:23])=[CH:19][CH:18]=3)[N:11]=2)[C:6]([CH3:24])=[CH:5][C:3]=1/[N:4]=[CH:29]\[N:30]1[CH2:35][CH2:34][CH2:33][CH2:32][CH2:31]1. Procedure: 0.30 g (0.79 mmol) of 2-chloro-4-({3-[2-(4-chlorophenyl)ethyl]-1,2,4-thiadiazol-5-yl}oxy)-5-methylaniline is dissolved in 3 ml of toluene and 0.75 ml of methanol and treated with 0.37 g (2.37 mmol) of 1-(dimethoxylmethyl)piperidine. The reaction mixture is refluxed for 18 h, subsequently cooled, freed from the solvent under vacuum and purified by column chromatography. 0.13 g of product is obtained (84.2% purity, 29.3% yield, log P (pH 2.3)=2.64).